Dataset: the Open Reaction Database (ORD), a public repository of structured organic reaction records. Task: describe an organic reaction: reactants, conditions, products, and yield The reactants are C(=O)([O-])[O-].[K+].[K+] (K2CO3), CNCCNC (N,N′-dimethyethylenediamine), ClC1=C(C=C(C(=O)N(C)C2=C(C=CC=C2C)OC)C=C1)C=1C=NC(=CC1C)Cl (4-chloro-3-(6-chloro-4-methyl-pyridin-3-yl)-N-(2-methoxy-6-methyl-phenyl)-N-methyl-benzamide), N1N=CC=C1 (pyrazole). Reagents/catalysts: [Cu]I (CuI). Run in O1CCOCC1 (dioxane). Reaction conditions: temperature 130 celsius. Yields the product ClC1=C(C=C(C(=O)N(C)C2=C(C=CC=C2C)OC)C=C1)C=1C=NC(=CC1C)N1N=CC=C1 (4-chloro-N-(2-methoxy-6-methyl-phenyl)-N-methyl-3-(4-methyl-6-pyrazol-1-yl-pyridin 3-yl)-benzamide). Isolated yield 6.3%. As a reaction SMILES: [Cl:1][C:2]1[CH:20]=[CH:19][C:5]([C:6]([N:8]([C:10]2[C:15]([CH3:16])=[CH:14][CH:13]=[CH:12][C:11]=2[O:17][CH3:18])[CH3:9])=[O:7])=[CH:4][C:3]=1[C:21]1[CH:22]=[N:23][C:24](Cl)=[CH:25][C:26]=1[CH3:27].[NH:29]1[CH:33]=[CH:32][CH:31]=[N:30]1.C([O-])([O-])=O.[K+].[K+].CNCCNC>O1CCOCC1.[Cu]I>[Cl:1][C:2]1[CH:20]=[CH:19][C:5]([C:6]([N:8]([C:10]2[C:15]([CH3:16])=[CH:14][CH:13]=[CH:12][C:11]=2[O:17][CH3:18])[CH3:9])=[O:7])=[CH:4][C:3]=1[C:21]1[CH:22]=[N:23][C:24]([N:29]2[CH:33]=[CH:32][CH:31]=[N:30]2)=[CH:25][C:26]=1[CH3:27] |f:2.3.4|. Procedure details: A mixture of 4-chloro-3-(6-chloro-4-methyl-pyridin-3-yl)-N-(2-methoxy-6-methyl-phenyl)-N-methyl-benzamide 2-31 (66.0 mg, 0.16 mmol) and pyrazole (12.9 mg, 0.19 mmol) was added to CuI (6.0 mg, 0.032 mmol), K2CO3 (43.9 mg, 0.32 mmol) and N,N′-dimethyethylenediamine (1.4 mg, 0.016 mmol) in dioxane (1 mL). The reaction vessel was sealed and heated at 130° C. for 24 hrs. The mixture was then filtered and purified by HPLC giving 4-chloro-N-(2-methoxy-6-methyl-phenyl)-N-methyl-3-(4-methyl-6-pyrazol-1-y... The reactants are C1(=CC(=CC=C1)CO)CO (1,3-benzenedimethanol), C(C1=CC(C(=O)Cl)=CC=C1)(=O)Cl (isophthaloyl dichloride), [H-].[Al+3].[Li+].[H-].[H-].[H-] (lithium aluminum hydride), Diacylchloride, ice. Run in O1CCCC1 (THF), O1CCCC1 (tetrahydrofuran). Conditions: time 4 hour. Product: C(=C)OC=C (divinyl ether), C1(=CC(=CC=C1)CO)CO (1,3-benzenedimethanol). Yield: 94.0%. Reaction SMILES: [C:1]1([CH2:9][OH:10])C=CC=C(CO)C=1.[H-].[Al+3].[Li+].[H-].[H-].[H-].[C:17](Cl)(=[O:27])[C:18]1[CH:26]=[CH:25][CH:24]=[C:20]([C:21](Cl)=[O:22])[CH:19]=1>O1CCCC1>[CH:17]([O:10][CH:9]=[CH2:1])=[CH2:18].[C:18]1([CH2:17][OH:27])[CH:26]=[CH:25][CH:24]=[C:20]([CH2:21][OH:22])[CH:19]=1 |f:1.2.3.4.5.6|. Procedure details: 1,3-benzenedimethyl divinyl ether (BDMDVE) was synthesized from 1,3-benzenedimethanol, which was prepared in a two-liter, 3-necked round-bottomed flask equipped with a 500-ml constant pressure addition funnel, an overhead stirrer, a thermocouple and a nitrogen inlet into which was added 27 g (0.74 mol) of lithium aluminum hydride (95%) and 1000 ml of anhydrous tetrahydrofuran (THF). The addition funnel was charged with a solution of 100 g (0.493 mol) of isophthaloyl dichloride in 400 ml of anhyd... Reaction SMILES: [NH2:1][C:2]1[CH:3]=[C:4]([OH:15])[CH:5]=[CH:6][C:7]=1[O:8][C:9]1[CH:14]=[CH:13][CH:12]=[CH:11][CH:10]=1.[C:16](OC(=O)C)(=[O:18])[CH3:17]>C(O)(=O)C>[C:16]([NH:1][C:2]1[CH:3]=[C:4]([OH:15])[CH:5]=[CH:6][C:7]=1[O:8][C:9]1[CH:14]=[CH:13][CH:12]=[CH:11][CH:10]=1)(=[O:18])[CH3:17]. Isolated yield 93.0%. The product is C(C)(=O)NC=1C=C(C=CC1OC1=CC=CC=C1)O (3-acetylamino-4-phenoxyphenol). Procedure: 20.1 g of 3-amino-4-phenoxyphenol was dissolved in 60 ml of acetic acid. 30 ml of acetic anhydride was added thereto with ice cooling. Stirring was conducted at 20°-25° C. for 1 hour. The mixture was subjected to distillation under reduced pressure to remove the solvent. The resulting crystal was recrystallized from toluene to obtain 22.6 g (yield: 93%) of 3-acetylamino-4-phenoxyphenol having a melting point of 151°-153° C. Solvent: C(C)(=O)O (acetic acid). Starting materials: NC=1C=C(C=CC1OC1=CC=CC=C1)O (3-amino-4-phenoxyphenol), C(C)(=O)OC(C)=O (acetic anhydride). Reaction conditions: time 1 hour. Reactants: CCCC[N+](CCCC)(CCCC)CCCC, [F-], Cc1nc(NC(=O)C2(c3ccc4c(c3)OCO4)CC2)sc1C(c1ccccc1Cl)N1CCC(O[Si](C)(C)C(C)(C)C)C1. Yields the product Cc1nc(NC(=O)C2(c3ccc4c(c3)OCO4)CC2)sc1C(c1ccccc1Cl)N1CCC(O)C1. As a reaction SMILES: [CH2:44]([N+:45]([CH2:46][CH2:47][CH2:48][CH3:49])([CH2:50][CH2:51][CH2:52][CH3:53])[CH2:54][CH2:55][CH2:56][CH3:57])[CH2:58][CH2:59][CH3:60].[F-:43].[O:1]1[CH2:2][O:3][c:4]2[c:5]1[cH:6][cH:7][c:8]([C:10]1([C:13](=[O:14])[NH:15][c:16]3[s:17][c:18]([CH:22]([c:23]4[c:24]([Cl:29])[cH:25][cH:26][cH:27][cH:28]4)[N:30]4[CH2:31][CH:32]([O:35][Si:36]([C:37]([CH3:38])([CH3:39])[CH3:40])([CH3:41])[CH3:42])[CH2:33][CH2:34]4)[c:19]([CH3:21])[n:20]3)[CH2:11][CH2:12]1)[cH:9]2>>[O:1]1[CH2:2][O:3][c:4]2[c:5]1[cH:6][cH:7][c:8]([C:10]1([C:13](=[O:14])[NH:15][c:16]3[s:17][c:18]([CH:22]([c:23]4[c:24]([Cl:29])[cH:25][cH:26][cH:27][cH:28]4)[N:30]4[CH2:31][CH:32]([OH:35])[CH2:33][CH2:34]4)[c:19]([CH3:21])[n:20]3)[CH2:11][CH2:12]1)[cH:9]2.